Task: describe an organic reaction: reactants, conditions, products, and yield. Dataset: the Open Reaction Database (ORD), a public repository of structured organic reaction records Reactants: COC(C(C=CC=1SC(=CC1)Br)=O)=O (4-(5-bromo-thiophen-2-yl)-2-oxo-3-butenoic acid methyl ester), Cl.FC1=C(C=CC(=C1)F)NN (2,4-difluorophenylhydrazine hydrochloride). Solvent: C(C)(=O)O (acetic acid). Reaction conditions: temperature 125 celsius, time 2 hour. Yields the product COC(=O)C1=NN(C(C1)C=1SC(=CC1)Br)C1=C(C=C(C=C1)F)F (5-(5-bromo-thiophen-2-yl)-1-(2,4-difluoro-phenyl)-4,5-dihydro-1H-pyrazole-3-carboxylic acid methyl ester). The yield is 60.9%. As a reaction SMILES: [CH3:1][O:2][C:3](=[O:14])[C:4](=O)[CH:5]=[CH:6][C:7]1[S:8][C:9]([Br:12])=[CH:10][CH:11]=1.Cl.[F:16][C:17]1[CH:22]=[C:21]([F:23])[CH:20]=[CH:19][C:18]=1[NH:24][NH2:25]>C(O)(=O)C>[CH3:1][O:2][C:3]([C:4]1[CH2:5][CH:6]([C:7]2[S:8][C:9]([Br:12])=[CH:10][CH:11]=2)[N:24]([C:18]2[CH:19]=[CH:20][C:21]([F:23])=[CH:22][C:17]=2[F:16])[N:25]=1)=[O:14] |f:1.2|. Procedure: 4-(5-Bromo-thiophen-2-yl)-2-oxo-3-butenoic acid methyl ester (17.0 g, 61.8 mmol) prepared in Step 2 and 2,4-difluorophenylhydrazine hydrochloride (12.3 g, 68.0 mmol) were added to acetic acid (200.0 mL). The reaction mixture was stirred at 125° C. for 2 hours, concentrated under reduced pressure, and then ethyl acetate was added thereto. The mixture was washed with a saturated solution of sodium hydrogen carbonate, dried on anhydrous magnesium sulfate, and then concentrated under reduced pressur... Reactants: C(C)(C)(C)OC(=O)N[C@@H](CC1=CC=C(C=C1)OC)C(=O)OC (Methyl N-tert-Butoxycarbonyl-O4-Methyl-L-Tyrosinate), Cl.O1CCOCC1 (hydrogen chloride dioxane). The solvent is C(Cl)Cl (methylene chloride). Yields the product Cl.COC1=CC=C(C[C@H](N)C(=O)OC)C=C1 (Methyl O4-Methyl-L-Tyrosinate Hydrochloride). Yield: 84.0%. As a reaction SMILES: C(OC([NH:8][C@H:9]([C:19]([O:21][CH3:22])=[O:20])[CH2:10][C:11]1[CH:16]=[CH:15][C:14]([O:17][CH3:18])=[CH:13][CH:12]=1)=O)(C)(C)C.[ClH:23].O1CCOCC1>C(Cl)Cl>[ClH:23].[CH3:18][O:17][C:14]1[CH:13]=[CH:12][C:11]([CH2:10][C@@H:9]([C:19]([O:21][CH3:22])=[O:20])[NH2:8])=[CH:16][CH:15]=1 |f:1.2,4.5|. Reported procedure: The same procedures as in Example 29 were carried out from the compound obtained in Example 32 (50.6 g), 4 mol/L of hydrogen chloride-dioxane (123 mL), and methylene chloride (400 mL), to give the captioned compound (33.7 g, 84%) as crystals. The reactants are BrC=1C=CC(=NC1)Cl (5-Bromo-2-chloropyridine), N1CCOCC1 (morpholine). Run in CN(C(C)=O)C (N,N-dimethylacetamide). Run at temperature 130 celsius, time 2 day. The product is BrC=1C=CC(=NC1)N1CCOCC1 (4-(5-bromopyridin-2-yl)morpholine). RXN SMILES: [Br:1][C:2]1[CH:3]=[CH:4][C:5](Cl)=[N:6][CH:7]=1.[NH:9]1[CH2:14][CH2:13][O:12][CH2:11][CH2:10]1>CN(C)C(=O)C>[Br:1][C:2]1[CH:3]=[CH:4][C:5]([N:9]2[CH2:14][CH2:13][O:12][CH2:11][CH2:10]2)=[N:6][CH:7]=1. Procedure: 5-Bromo-2-chloropyridine (5.0 g) was mixed with N,N-dimethylacetamide (25 ml), and morpholine (23 ml) was added thereto, followed by stirring at 130° C. for 2 days. The reaction mixture was concentrated under reduced pressure, and water was added to the residue, followed by extraction with EtOAc, and the organic layer was washed with saturated brine and dried over Na2SO4. The organic layer was concentrated under reduced pressure. The obtained residue was purified by silica gel column chromatogra...